Dataset: the Open Reaction Database (ORD), a public repository of structured organic reaction records. Task: describe an organic reaction: reactants, conditions, products, and yield Reactants: ClCCOC=1C=C2C(=NC(=NC2=CC1OC)C1=CC(=CC=C1)C1=CC=CC=C1)NC=1C=C2C=NN(C2=CC1)C(=O)OC(C)(C)C (tert-butyl 5-(6-(2-chloroethoxy)-2-[(3-phenyl)phenyl)-7-methoxyquinazolin-4-ylamino)-1H-indazole-1-carboxylate), CN1CCNCC1 (1-methylpiperazine). Run in CS(=O)C (DMSO). Conditions: temperature 85 celsius, time 3 hour. Yields the product C1(=CC=CC=C1)C=1C=C(C=CC1)C1=NC2=CC(=C(C=C2C(=N1)NC=1C=C2C=NN(C2=CC1)C(=O)OC(C)(C)C)OCCN1CCN(CC1)C)OC (tert-butyl 5-(2-[(3-phenyl)phenyl)-7-methoxy-6-(2-(4-methylpiperazin-1-yl)ethoxy)quinazolin-4-ylamino)-1H-indazole-1-carboxylate). RXN SMILES: Cl[CH2:2][CH2:3][O:4][C:5]1[CH:6]=[C:7]2[C:12](=[CH:13][C:14]=1[O:15][CH3:16])[N:11]=[C:10]([C:17]1[CH:22]=[CH:21][CH:20]=[C:19]([C:23]3[CH:28]=[CH:27][CH:26]=[CH:25][CH:24]=3)[CH:18]=1)[N:9]=[C:8]2[NH:29][C:30]1[CH:31]=[C:32]2[C:36](=[CH:37][CH:38]=1)[N:35]([C:39]([O:41][C:42]([CH3:45])([CH3:44])[CH3:43])=[O:40])[N:34]=[CH:33]2.[CH3:46][N:47]1[CH2:52][CH2:51][NH:50][CH2:49][CH2:48]1>CS(C)=O>[C:23]1([C:19]2[CH:18]=[C:17]([C:10]3[N:9]=[C:8]([NH:29][C:30]4[CH:31]=[C:32]5[C:36](=[CH:37][CH:38]=4)[N:35]([C:39]([O:41][C:42]([CH3:45])([CH3:43])[CH3:44])=[O:40])[N:34]=[CH:33]5)[C:7]4[C:12](=[CH:13][C:14]([O:15][CH3:16])=[C:5]([O:4][CH2:3][CH2:2][N:50]5[CH2:51][CH2:52][N:47]([CH3:46])[CH2:48][CH2:49]5)[CH:6]=4)[N:11]=3)[CH:22]=[CH:21][CH:20]=2)[CH:24]=[CH:25][CH:26]=[CH:27][CH:28]=1. Procedure details: To a mixture of tert-butyl 5-(6-(2-chloroethoxy)-2-[(3-phenyl)phenyl)-7-methoxyquinazolin-4-ylamino)-1H-indazole-1-carboxylate (0.30 g, 0.44 mmole) in DMSO (2 mL) was added 1-methylpiperazine (0.903 g, 1.00 mL, 9.02 mmole) and the reaction was stirred at 85° C. for 3 h. The mixture was poured onto ice-water (100 mL) and the crude product was filtered. The product was then dissolved in a mixture of CH2Cl2 and CH3OH and the solution was concentrated in vacuo. The residue was purified via preparati... The reactants are CS(=O)(=O)C1=C(C=CC(=C1)S(=O)(=O)C)Cl (2,4-bismethanesulfonylchlorobenzene), C(C)(C)(C)C1=CC(=NO1)O (5-t-butyl-3-hydroxyisoxazole), C([O-])([O-])=O.[K+].[K+] (potassium carbonate), CS(=O)C (dimethyl sulfoxide). Solvent: O (water). Reaction conditions: time 4 hour. The product is C(C)(C)(C)C1=CC(N(O1)C1=C(C=C(C=C1)S(=O)(=O)C)S(=O)(=O)C)=O (5-t-butyl-2-(2,4-bismethanesulfonylphenyl)-4-isoxazolin-3-one). Isolated yield 61.2%. Reaction SMILES: [CH3:1][S:2]([C:5]1[CH:10]=[C:9]([S:11]([CH3:14])(=[O:13])=[O:12])[CH:8]=[CH:7][C:6]=1Cl)(=[O:4])=[O:3].[C:16]([C:20]1[O:24][N:23]=[C:22]([OH:25])[CH:21]=1)([CH3:19])([CH3:18])[CH3:17].C(=O)([O-])[O-].[K+].[K+].CS(C)=O>O>[C:16]([C:20]1[O:24][N:23]([C:6]2[CH:7]=[CH:8][C:9]([S:11]([CH3:14])(=[O:13])=[O:12])=[CH:10][C:5]=2[S:2]([CH3:1])(=[O:4])=[O:3])[C:22](=[O:25])[CH:21]=1)([CH3:19])([CH3:18])[CH3:17] |f:2.3.4|. Procedure details: After mixing 1 g of 2,4-bismethanesulfonylchlorobenzene, 1 g of 5-t-butyl-3-hydroxyisoxazole, 1 g of potassium carbonate, and 8 ml of dimethyl sulfoxide, the reaction was performed for 4 hours at 80° C. After the reaction was over, the reaction mixture obtained was poured into water and extracted with ethyl acetate. Then, the ethyl acetate was distilled off from the extract under reduced pressure and the residue thus formed was recrystallized from a mixture of water and methanol to provide 0.85 ... The reactants are O=C(O)c1ccc(C(Cl)(Cl)Cl)cc1, O=S(Cl)Cl. The product is O=C(Cl)c1ccc(C(Cl)(Cl)Cl)cc1. RXN SMILES: [Cl:1][C:2]([c:3]1[cH:4][cH:5][c:6]([C:7](=[O:8])[OH:9])[cH:10][cH:11]1)([Cl:12])[Cl:13].[S:14]([Cl:15])([Cl:16])=[O:17]>>[Cl:1][C:2]([c:3]1[cH:4][cH:5][c:6]([C:7](=[O:8])[Cl:16])[cH:10][cH:11]1)([Cl:12])[Cl:13]. The reactants are FC1=C(C(=O)OCC)C=C(C=C1)C=1N=C(SC1)C=1C=NC=CC1C(F)(F)F (Ethyl 2-fluoro-5-{2-[4-(trifluoromethyl)pyridin-3-yl]-1,3-thiazol-4-yl}benzoate), [OH-].[Na+] (NaOH), Cl (Hydrochloric acid). The solvent is C(C)O (ethanol). Conditions: time 1 hour. The product is FC1=C(C(=O)O)C=C(C=C1)C=1N=C(SC1)C=1C=NC=CC1C(F)(F)F (2-fluoro-5-{2-[4-(trifluoromethyl)pyridin-3-yl]-1,3-thiazol-4-yl}benzoic acid). Isolated yield 92.6%. Reaction SMILES: [F:1][C:2]1[CH:12]=[CH:11][C:10]([C:13]2[N:14]=[C:15]([C:18]3[CH:19]=[N:20][CH:21]=[CH:22][C:23]=3[C:24]([F:27])([F:26])[F:25])[S:16][CH:17]=2)=[CH:9][C:3]=1[C:4]([O:6]CC)=[O:5].[OH-].[Na+].Cl>C(O)C>[F:1][C:2]1[CH:12]=[CH:11][C:10]([C:13]2[N:14]=[C:15]([C:18]3[CH:19]=[N:20][CH:21]=[CH:22][C:23]=3[C:24]([F:27])([F:25])[F:26])[S:16][CH:17]=2)=[CH:9][C:3]=1[C:4]([OH:6])=[O:5] |f:1.2|. Procedure: Ethyl 2-fluoro-5-{2-[4-(trifluoromethyl)pyridin-3-yl]-1,3-thiazol-4-yl}benzoate (1.00 g) was suspended in a mixture of ethanol (20 ml)/1N NaOH (5 ml) and the mixture was stirred at room temperature for one hr. 1N Hydrochloric acid (5 ml) was added to the reaction mixture, and the precipitated crystals were collected by filtration and washed with water to give the title compound (0.86 g) as a pale-brown powder. Reactants: NN1C(=NC=C1)C(=O)OCC (ethyl 1-amino-1H-imidazole-2-carboxylate), CN(C)C=O (DMF), C(Cl)Cl (DCM), ClC(=O)OCC (ethyl chloroformate), ClC(=O)OCC (ethyl chloroformate). Solvent: N1=CC=CC=C1 (pyridine), N1=CC=CC=C1 (pyridine). Reaction conditions: temperature 12.5 celsius, time 1.5 hour. Yields the product C(C)OC(=O)NN1C(=NC=C1)C(=O)OCC (ethyl 1-((ethoxycarbonyl)amino)-1H-imidazole-2-carboxylate). Reaction SMILES: [NH2:1][N:2]1[CH:6]=[CH:5][N:4]=[C:3]1[C:7]([O:9][CH2:10][CH3:11])=[O:8].CN(C=O)C.C(Cl)Cl.Cl[C:21]([O:23][CH2:24][CH3:25])=[O:22]>N1C=CC=CC=1>[CH2:24]([O:23][C:21]([NH:1][N:2]1[CH:6]=[CH:5][N:4]=[C:3]1[C:7]([O:9][CH2:10][CH3:11])=[O:8])=[O:22])[CH3:25]. Reported procedure: (I9C): In 10 lit, round bottom flask charged ethyl 1-amino-1H-imidazole-2-carboxylate (70 g, 451 mmol) along with DMF and DCM (1200 ml) was added and cooled to 10-15° C. Then pyridine was added (35 ml) at single lot. Followed by slow addition of ethyl chloroformate (30 ml) and stirred at same temperature for 1.5 hrs. After 1.5 hrs additional pyridine (25 ml) and ethyl chloroformate (20 ml) was added. The reaction mixture was stirred for additional 30 minutes. The reaction mixture was concentrate... The reactants are COC1=C(C(=C(C(=C1C)C)OC)C)CC/C(=C/CO)/C ((E)-5-(2,5-dimethoxy-3,4,6-trimethylphenyl)-3-methyl-2-penten-1-ol), C(C)(=O)OC(C)=O (acetic anhydride), ice. Solvent: N1=CC=CC=C1 (pyridine). Product: C(C)(=O)OC\C=C(\CCC1=C(C(=C(C(=C1C)OC)C)C)OC)/C ((E)-5-(2,5-dimethoxy-3,4,6-trimethylphenyl)-3-methyl-2-pentenyl acetate). As a reaction SMILES: [CH3:1][O:2][C:3]1[C:8]([CH3:9])=[C:7]([CH3:10])[C:6]([O:11][CH3:12])=[C:5]([CH3:13])[C:4]=1[CH2:14][CH2:15]/[C:16](/[CH3:20])=[CH:17]/[CH2:18][OH:19].[C:21](OC(=O)C)(=[O:23])[CH3:22]>N1C=CC=CC=1>[C:21]([O:19][CH2:18]/[CH:17]=[C:16](\[CH3:20])/[CH2:15][CH2:14][C:4]1[C:5]([CH3:13])=[C:6]([O:11][CH3:12])[C:7]([CH3:10])=[C:8]([CH3:9])[C:3]=1[O:2][CH3:1])(=[O:23])[CH3:22]. Procedure: A solution of 4.17 g (15 mmol) of (E)-5-(2,5-dimethoxy-3,4,6-trimethylphenyl)-3-methyl-2-penten-1-ol in pyridine (10 ml) and acetic anhydride (2 ml) was stirred at room temperature for 5 hours and thereafter poured into ice-cold 2N hydrochloric acid solution. The mixture was extracted with ether. The combined extracts were washed with water, dried and freed from solvent; the residue obtained was purified on silica gel with hexane/ethyl acetate (95:5), yielding 3.8 g of (E)-5-(2,5-dimethoxy-3,4,6... The reactants are C1(=CC=C(C=C1)C(=O)N1[C@@H](CC(C1)=NOC)C(N)=NO)C1=CC=CC=C1 ((2S,4EZ)-1-([1,1′-biphenyl]-4-ylcarbonyl)-N′-hydroxy-4-(methoxyimino)-2-pyrrolidinecarboximidamide), C1(=CC=C(C=C1)C(=O)N1[C@@H](CC(C1)=NOC)C(N)=NO)C1=CC=CC=C1 ((2S,4EZ)-1-([1,1′-biphenyl]-4-ylcarbonyl)-N′-hydroxy-4-(methoxyimino)-2-pyrrolidinecarboximidamide), C(C1=CC=CC=C1)(=O)O (benzoic acid). The product is CON=C1CN([C@@H](C1)C1=NOC(=N1)C1=CC=CC=C1)C(=O)C1=CC=C(C=C1)C1=CC=CC=C1 ((3EZ,5S)-1-([1,1′-biphenyl]-4-ylcarbonyl)-5-(5-phenyl-1,2,4-oxadiazol-3-yl)-3-pyrrolidinone O-methyloxime). RXN SMILES: [C:1]1([C:21]2[CH:26]=[CH:25][CH:24]=[CH:23][CH:22]=2)[CH:6]=[CH:5][C:4]([C:7]([N:9]2[CH2:13][C:12](=[N:14][O:15][CH3:16])[CH2:11][C@H:10]2[C:17](=[N:19][OH:20])[NH2:18])=[O:8])=[CH:3][CH:2]=1.[C:27](O)(=O)[C:28]1[CH:33]=[CH:32][CH:31]=[CH:30][CH:29]=1>>[CH3:16][O:15][N:14]=[C:12]1[CH2:11][C@@H:10]([C:17]2[N:18]=[C:27]([C:28]3[CH:33]=[CH:32][CH:31]=[CH:30][CH:29]=3)[O:20][N:19]=2)[N:9]([C:7]([C:4]2[CH:3]=[CH:2][C:1]([C:21]3[CH:26]=[CH:25][CH:24]=[CH:23][CH:22]=3)=[CH:6][CH:5]=2)=[O:8])[CH2:13]1. Procedure: Following the general method as outlined in Example 15, starting from (2S,4EZ)-1-([1,1′-biphenyl]-4-ylcarbonyl)-N′-hydroxy-4-(methoxyimino)-2-pyrrolidinecarboximidamide (Intermediate 8) and benzoic acid, the title compound was obtained in 85% purity by HPLC. MS(ESI+): m/z=439.2. Reactants: OCCCN1C=NC=C1 (1-(3-hydroxypropyl)imidazole), [NH+]1=CC=CC=C1.C(#N)CCOP(O)(O)=O (2-cyanoethylphosphoric acid pyridinium). Yields the product N1C(=NC=C1)CCCOP(O)(O)=O (3-imidazolylpropylphosphoric acid). RXN SMILES: OCCC[N:5]1[CH:9]=[CH:8][N:7]=[CH:6]1.[NH+]1C=CC=CC=1.[C:16]([CH2:18][CH2:19][O:20][P:21](=[O:24])([OH:23])[OH:22])#N>>[NH:7]1[CH:8]=[CH:9][N:5]=[C:6]1[CH2:16][CH2:18][CH2:19][O:20][P:21](=[O:22])([OH:24])[OH:23] |f:1.2|. Reported procedure: Using 0.13 g of the purified 1-(3-hydroxypropyl)imidazole and 2 ml of 2-cyanoethylphosphoric acid pyridinium solution (1 mmol/ml), and subsequently following the same processes as in Example 1, 0.2 g of crude 3-imidazolylpropylphosphoric acid was obtained. Reactants: DS 8351, [N+](=O)([O-])C1=CC=C(N)C=C1.N[C@@H](CC(C)C)C(=O)O (L-leucine-p-nitroaniline), Leu-A, N[C@@H](CC(C)C)C(=O)O (Leucine), Leu-A. The product is [N+](=O)([O-])C1=CC=C(N)C=C1 (p-nitroaniline). As a reaction SMILES: N[C@H](C(O)=O)CC(C)C.[N+:10]([C:13]1[CH:19]=[CH:18][C:16]([NH2:17])=[CH:15][CH:14]=1)([O-:12])=[O:11].N[C@H](C(O)=O)CC(C)C>>[N+:10]([C:13]1[CH:19]=[CH:18][C:16]([NH2:17])=[CH:15][CH:14]=1)([O-:12])=[O:11] |f:1.2|. Reported procedure: A production strain of Aspergillus sojae (DS 8351) is cultured. Exopeptidase activity is expressed as Leucine aminopeptidase units (Leu-A): 1 Leu-A is the amount of enzyme needed to produce 1 μmol p-nitroaniline per minute at pH 7.2 and 20° C. from L-leucine-p-nitroaniline. The test is performed as follows: Leucine paranitroanilid (SIGMA) is dissolved in water at a concentration of 9 mM. 1 ml of the solution is mixed with 1.5 ml 0.1M phosphate buffer pH 7.2. At t=0, 0.5 ml enzyme is introduced a...